Dataset: the Open Reaction Database (ORD), a public repository of structured organic reaction records. Task: describe an organic reaction: reactants, conditions, products, and yield The reactants are CC(C)(C)C(=O)c1c[nH]c2ncc(-c3ccc(C(=O)O)s3)nc12, CNCC#N, CCN=C=NCCCN(C)C, CCO, ClCCl. RXN SMILES: [CH3:1][C:2]([C:3](=[O:4])[c:5]1[cH:6][nH:7][c:8]2[n:9][cH:10][c:11](-[c:14]3[cH:15][cH:16][c:17]([C:19](=[O:20])[OH:21])[s:18]3)[n:12][c:13]12)([CH3:22])[CH3:23].[CH3:24][NH:25][CH2:26][C:27]#[N:28].[CH3:29][CH2:30][N:31]=[C:32]=[N:33][CH2:34][CH2:35][CH2:36][N:37]([CH3:38])[CH3:39].[CH3:40][CH2:41][OH:42].[Cl:43][CH2:44][Cl:45]>>[CH3:1][C:2]([C:3](=[O:4])[c:5]1[cH:6][nH:7][c:8]2[n:9][cH:10][c:11](-[c:14]3[cH:15][cH:16][c:17]([C:19](=[O:20])[N:25]([CH3:24])[CH2:26][C:27]#[N:28])[s:18]3)[n:12][c:13]12)([CH3:22])[CH3:23]. Yields the product CN(CC#N)C(=O)c1ccc(-c2cnc3[nH]cc(C(=O)C(C)(C)C)c3n2)s1. Reactants: F[C@@H]1[C@@H]2C=3C=CC(=CC3C[C@H]([C@H]2[C@@H]2CCC([C@@]2(C)C1)=O)CCCCCN(CC=C(C(C(C(F)(F)F)(F)F)(F)F)F)C)O (11β-fluoro-3-hydroxy-7α-{5-[methyl-(3,4,4,5,5,6,6,6-octafluoro-hex-2-enyl)-amino]-pentyl}-estra-1,3,5(10)-trien-17-one), [BH4-].[Na+] (sodium borohydride). The solvent is CO (methanol). Reaction conditions: time 15 minute. The product is F[C@@H]1[C@@H]2C=3C=CC(=CC3C[C@H]([C@H]2[C@@H]2CC[C@@H]([C@@]2(C)C1)O)CCCCCN(CC=C(C(C(C(F)(F)F)(F)F)(F)F)F)C)O (11β-fluoro-7α-{5-[methyl-(3,4,4,5,5,6,6,6-octafluoro-hex-2-enyl)-amino]-pentyl}-estra-1,3,5(10)-triene-3,17β-diol). Yield: 4.9%. Reaction SMILES: [F:1][C@H:2]1[CH2:19][C@@:17]2([CH3:18])[C@@H:13]([CH2:14][CH2:15][C:16]2=[O:20])[C@H:12]2[C@H:3]1[C:4]1[CH:5]=[CH:6][C:7]([OH:42])=[CH:8][C:9]=1[CH2:10][C@H:11]2[CH2:21][CH2:22][CH2:23][CH2:24][CH2:25][N:26]([CH3:41])[CH2:27][CH:28]=[C:29]([F:40])[C:30]([F:39])([F:38])[C:31]([F:37])([F:36])[C:32]([F:35])([F:34])[F:33].[BH4-].[Na+]>CO>[F:1][C@H:2]1[CH2:19][C@@:17]2([CH3:18])[C@@H:13]([CH2:14][CH2:15][C@@H:16]2[OH:20])[C@H:12]2[C@H:3]1[C:4]1[CH:5]=[CH:6][C:7]([OH:42])=[CH:8][C:9]=1[CH2:10][C@H:11]2[CH2:21][CH2:22][CH2:23][CH2:24][CH2:25][N:26]([CH3:41])[CH2:27][CH:28]=[C:29]([F:40])[C:30]([F:38])([F:39])[C:31]([F:36])([F:37])[C:32]([F:33])([F:34])[F:35] |f:1.2|. Procedure: 1.7 g of 11β-fluoro-3-hydroxy-7α-{5-[methyl-(3,4,4,5,5,6,6,6-octafluoro-hex-2-enyl)-amino]-pentyl}-estra-1,3,5(10)-trien-17-one is dissolved in 15 ml of methanol and carefully mixed with 222 mg of sodium borohydride. After 15 minutes of stirring at room temperature, the batch is added to saturated common salt solution, extracted with methylene chloride, dried on magnesium sulfate and concentrated by evaporation in a vacuum. After the crude product is chromatographed on silica gel with ethyl acet... Reactants: C(C)(C)(C)OC(=O)N[C@H]1C[C@@H]([C@H](C1)C1=CC=CC=C1)CN1CCC(CC1)N(CC=C)C(=O)OCC1=CC=C(C=C1)[N+](=O)[O-] (1-(R)-((t-butoxycarbonyl)amino)-3-(S)-((4-(N-(4-nitrobenzyloxycarbonyl)-N-(allyl)amino)piperidin-1-yl)methyl)-4-(S)-phenylcyclopentane), CN=C=S (methyl isothiocyanate). The product is CNC(=S)N[C@H]1C[C@@H]([C@H](C1)C1=CC=CC=C1)CN1CCC(CC1)N(CC=C)C(=O)OCC1=CC=C(C=C1)[N+](=O)[O-] (1-(R)-((Methylaminothiocarbonyl)amino)-3-(S)-((4-(N-(4-nitrobenzyloxycarbonyl)-N-(allyl)amino)piperidin-1-yl)methyl)-4-(S)-phenylcyclopentane). RXN SMILES: C(OC([NH:8][C@@H:9]1[CH2:13][C@H:12]([C:14]2[CH:19]=[CH:18][CH:17]=[CH:16][CH:15]=2)[C@@H:11]([CH2:20][N:21]2[CH2:26][CH2:25][CH:24]([N:27]([C:31]([O:33][CH2:34][C:35]3[CH:40]=[CH:39][C:38]([N+:41]([O-:43])=[O:42])=[CH:37][CH:36]=3)=[O:32])[CH2:28][CH:29]=[CH2:30])[CH2:23][CH2:22]2)[CH2:10]1)=O)(C)(C)C.[CH3:44][N:45]=[C:46]=[S:47]>>[CH3:44][NH:45][C:46]([NH:8][C@@H:9]1[CH2:13][C@H:12]([C:14]2[CH:19]=[CH:18][CH:17]=[CH:16][CH:15]=2)[C@@H:11]([CH2:20][N:21]2[CH2:22][CH2:23][CH:24]([N:27]([C:31]([O:33][CH2:34][C:35]3[CH:40]=[CH:39][C:38]([N+:41]([O-:43])=[O:42])=[CH:37][CH:36]=3)=[O:32])[CH2:28][CH:29]=[CH2:30])[CH2:25][CH2:26]2)[CH2:10]1)=[S:47]. Procedure: Using essentially the same procedure as in Example 16, Step A and B but substituting 1-(R)-((t-butoxycarbonyl)amino)-3-(S)-((4-(N-(4-nitrobenzyloxycarbonyl)-N-(allyl)amino)piperidin-1-yl)methyl)-4-(S)-phenylcyclopentane from Example 34 in Step A and methyl isothiocyanate in Step B, the title compound was prepared. The reactants are N1=CC=CC=C1 (Pyridine), ClCCC(=O)Cl (3-chloropropionyl chloride), Cl.C(C(=C)C)(=O)OCCN (2-aminoethyl methacrylate hydrochloride). Solvent: CN(C=O)C (N,N-dimethylformamide). Run at time 8 hour. Yields the product C(C(=C)C)(=O)OCCC(C(=O)N)CCl (2-(Methacryloyloxyethyl)-3-chloropropionamide). Reaction SMILES: [N:1]1C=CC=CC=1.[Cl:7][CH2:8][CH2:9][C:10](Cl)=[O:11].Cl.[C:14]([O:19][CH2:20][CH2:21]N)(=[O:18])[C:15]([CH3:17])=[CH2:16]>CN(C)C=O>[C:14]([O:19][CH2:20][CH2:21][CH:9]([CH2:8][Cl:7])[C:10]([NH2:1])=[O:11])(=[O:18])[C:15]([CH3:17])=[CH2:16] |f:2.3|. Procedure details: Pyridine (15.8 g, 0.2 mole) was added dropwise to a mixture of 3-chloropropionyl chloride (12.7 g, 0.1 mole) and 2-aminoethyl methacrylate hydrochloride (16.5 g, 0.1 mole) in N,N-dimethylformamide (20 ml) at 0° C. The mixture was left to stir overnight at ambient temperature. The solvent was evaporated in vacuo, and the residue was dissolved in dichloromethane (500 ml). The mixture was then washed with saturated sodium chloride (24,200 ml), dried over anhydrous magnesium sulfate, and the solvent... Starting materials: CCc1ccc(Cc2cc(C3(O)OC(COC(C)=O)C(OC(C)=O)C(OC(C)=O)C3OC(C)=O)cc(O)c2C)cc1, C1CCOC1, OC1CCC1, CCOC(=O)N=NC(=O)OCC, c1ccc(P(c2ccccc2)c2ccccc2)cc1. Yields the product CCc1ccc(Cc2cc(C3(O)OC(COC(C)=O)C(OC(C)=O)C(OC(C)=O)C3OC(C)=O)cc(OC3CCC3)c2C)cc1. Reaction SMILES: [CH2:13]([CH3:14])[c:15]1[cH:16][cH:17][c:18]([CH2:19][c:20]2[c:21]([CH3:51])[c:22]([OH:50])[cH:23][c:24]([C:26]3([OH:27])[CH:28]([O:29][C:30]([CH3:31])=[O:32])[CH:33]([O:34][C:35]([CH3:36])=[O:37])[CH:38]([O:39][C:40]([CH3:41])=[O:42])[CH:43]([CH2:45][O:46][C:47]([CH3:48])=[O:49])[O:44]3)[cH:25]2)[cH:52][cH:53]1.[CH2:78]1[O:79][CH2:80][CH2:81][CH2:82]1.[CH:54]1([OH:58])[CH2:55][CH2:56][CH2:57]1.[O:1]=[C:2]([O:3][CH2:4][CH3:5])[N:6]=[N:7][C:8]([O:9][CH2:10][CH3:11])=[O:12].[c:59]1([P:60]([c:61]2[cH:62][cH:63][cH:64][cH:65][cH:66]2)[c:67]2[cH:68][cH:69][cH:70][cH:71][cH:72]2)[cH:73][cH:74][cH:75][cH:76][cH:77]1>>[CH2:13]([CH3:14])[c:15]1[cH:16][cH:17][c:18]([CH2:19][c:20]2[c:21]([CH3:51])[c:22]([O:50][CH:54]3[CH2:55][CH2:56][CH2:57]3)[cH:23][c:24]([C:26]3([OH:27])[CH:28]([O:29][C:30]([CH3:31])=[O:32])[CH:33]([O:34][C:35]([CH3:36])=[O:37])[CH:38]([O:39][C:40]([CH3:41])=[O:42])[CH:43]([CH2:45][O:46][C:47]([CH3:48])=[O:49])[O:44]3)[cH:25]2)[cH:52][cH:53]1. The reactants are C(C(C)C)(=O)OC (methyl isobutyrate), [NH4+].[Cl-] (NH4Cl), C(C)(C)NC(C)C (diisopropylamine), ClCC=1N=C(OC1C)C1=CC=CC=C1 (4-chloromethyl-5-methyl-2-phenyl-oxazole). Solvent: C1CCOC1 (THF), CCCCCC (hexane), C1CCOC1 (THF), C1CCOC1 (THF), CN1CCCN(C1=O)C (DMPU). Run at temperature -78 celsius, time 15 minute. Yields the product CC(C(=O)O)(CC=1N=C(OC1C)C1=CC=CC=C1)C (2,2-Dimethyl-3-(5-methyl-2-phenyl-oxazol-4-yl)-propionic acid). Reaction SMILES: C(NC(C)C)(C)C.[C:8]([O:13]C)(=[O:12])[CH:9]([CH3:11])[CH3:10].Cl[CH2:16][C:17]1[N:18]=[C:19]([C:23]2[CH:28]=[CH:27][CH:26]=[CH:25][CH:24]=2)[O:20][C:21]=1[CH3:22].[NH4+].[Cl-]>CCCCCC.C1COCC1.CN1C(=O)N(C)CCC1>[CH3:10][C:9]([CH3:11])([CH2:16][C:17]1[N:18]=[C:19]([C:23]2[CH:28]=[CH:27][CH:26]=[CH:25][CH:24]=2)[O:20][C:21]=1[CH3:22])[C:8]([OH:13])=[O:12] |f:3.4|. Reported procedure: n-Buthyllithium (1.6M in hexane, 5.05 ml) was added dropwise to a solution of diisopropylamine (1.16 ml) in THF (30 ml) at 0° C. under argon. The resulting mixture was stirred for another 15 minutes before it was cooled to −78° C. and a solution of methyl isobutyrate (0.84 ml) in THF (3 ml) was added dropwise. After the addition was completed, the reaction mixture was allowed to warm to 0° C. and than again cooled to −78° C. At this temperature a solution of 4-chloromethyl-5-methyl-2-phenyl-oxaz... Starting materials: COC1=CC=C(C=C1)CCCO (4-Methoxybenzenepropanol), BrCCCCCBr (1,5 dibromopentane), [OH-].[Na+] (NaOH). The reagents and catalysts are S([O-])(O)(=O)=O.C(CCC)[N+](CCCC)(CCCC)CCCC (tetra-n-butylammonium bisulphate). Run in O (H2O). The product is BrCCCCCOCCCC1=CC=C(C=C1)OC (1-[3-[(5-Bromopentyl)oxy]propyl]-4-methoxybenzene). The yield is 244.6%. As a reaction SMILES: [CH3:1][O:2][C:3]1[CH:8]=[CH:7][C:6]([CH2:9][CH2:10][CH2:11][OH:12])=[CH:5][CH:4]=1.[Br:13][CH2:14][CH2:15][CH2:16][CH2:17][CH2:18]Br.[OH-].[Na+]>S(=O)(=O)(O)[O-].C([N+](CCCC)(CCCC)CCCC)CCC.O>[Br:13][CH2:14][CH2:15][CH2:16][CH2:17][CH2:18][O:12][CH2:11][CH2:10][CH2:9][C:6]1[CH:7]=[CH:8][C:3]([O:2][CH3:1])=[CH:4][CH:5]=1 |f:2.3,4.5|. Procedure: 4-Methoxybenzenepropanol (7.5 g) and 1,5 dibromopentane (30.5 g) were stirred rapidly at RT with tetra-n-butylammonium bisulphate (1.02 g) and 12.5 M aqueous NaOH (36 ml) for 16 h. The mixture was diluted with H2O (170 ml), extracted with ER (3×20 ml) and the combined organic extracts were washed consecutively with H2O (170 ml) and BR (170 ml), dried and evaporated to give an oil (34.8 g). The oil was purified by [FCS] eluting with ER-CX (0:100→4:96) to give the title compound as a colourless oi... Starting materials: [BH4-], CC(C)(C)CCCN, CO, COc1cc(C=O)ccc1Oc1cnc(C(N)=O)cn1, [Na+]. Product: COc1cc(CNCCCC(C)(C)C)ccc1Oc1cnc(C(N)=O)cn1. RXN SMILES: [BH4-:29].[CH3:21][C:22]([CH2:23][CH2:24][CH2:25][NH2:26])([CH3:27])[CH3:28].[CH3:31][OH:32].[CH:1](=[O:2])[c:3]1[cH:4][c:5]([O:19][CH3:20])[c:6]([O:7][c:8]2[n:9][cH:10][c:11]([C:14](=[O:15])[NH2:16])[n:12][cH:13]2)[cH:17][cH:18]1.[Na+:30]>>[CH2:1]([c:3]1[cH:4][c:5]([O:19][CH3:20])[c:6]([O:7][c:8]2[n:9][cH:10][c:11]([C:14](=[O:15])[NH2:16])[n:12][cH:13]2)[cH:17][cH:18]1)[NH:26][CH2:25][CH2:24][CH2:23][C:22]([CH3:21])([CH3:27])[CH3:28]. Solvent: N1=CC=CC=C1 (pyridine). The reactants are C1(=CC(=CC=C1)N)N (m-phenylenediamine), COCC(=O)Cl (methoxyacetyl chloride). Procedure: To a solution of m-phenylenediamine (5.41 g) in pyridine (100 ml) is added dropwise methoxyacetyl chloride (10 ml). The mixture is stirred at room temperature for 2 hours, and thereafter, pyridine is distilled off under reduced pressure. To the residue is added water, and the mixture is extracted with chloroform. The organic layer is dried over anhydrous sodium sulfate and distilled under reduced pressure to remove the solvent. The resulting crude crystals are recrystallized from ethyl acetate-h... RXN SMILES: [C:1]1([NH2:8])[CH:6]=[CH:5][CH:4]=[C:3]([NH2:7])[CH:2]=1.[CH3:9][O:10][CH2:11][C:12](Cl)=[O:13]>N1C=CC=CC=1>[CH3:9][O:10][CH2:11][C:12]([NH:7][C:3]1[CH:4]=[CH:5][CH:6]=[C:1]([NH:8][C:12](=[O:13])[CH2:11][O:10][CH3:9])[CH:2]=1)=[O:13]. Yields the product COCC(=O)NC1=CC(=CC=C1)NC(COC)=O (1,3-bis(methoxyacetylamino)benzene). Run at time 2 hour.